This data is from the Open Reaction Database (ORD), a public repository of structured organic reaction records. The task is: describe an organic reaction: reactants, conditions, products, and yield The reactants are BrC=1C=C(C=NC1)[C@H](CC(=O)OC(C)(C)C)NC(=O)[C@H]1CN(CCC1)C(CCC1CCN(CC1)C(=O)OC(C)(C)C)=O (tert-butyl 4-[3-((3R)-3-{[(1S)-1-(5-bromopyridin-3-yl)-3-tert-butoxy-3-oxopropyl]carbamoyl}piperidin-1-yl)-3-oxopropyl]piperidine-1-carboxylate), C(#C)C=1C=C(C=CC1)O (3-ethynylphenol). Reagents/catalysts: [Cu](I)I (copper iodide), [Pd].C1(=CC=CC=C1)P(C1=CC=CC=C1)C1=CC=CC=C1.C1(=CC=CC=C1)P(C1=CC=CC=C1)C1=CC=CC=C1.C1(=CC=CC=C1)P(C1=CC=CC=C1)C1=CC=CC=C1.C1(=CC=CC=C1)P(C1=CC=CC=C1)C1=CC=CC=C1 (tetrakis(triphenylphosphine) palladium(0)). Solvent: CS(=O)C (DMSO), CN(C)C=O (DMF), C(CCC)N (n-butyl amine), CN(C)C=O (DMF). Yields the product C(C)(C)(C)OC(C[C@@H](C=1C=NC=C(C1)C#CC1=CC(=CC=C1)O)NC(=O)[C@H]1CN(CCC1)C(CCC1CCN(CC1)C(=O)OC(C)(C)C)=O)=O (tert-butyl 4-{3-[(3R)-3-{[(1S)-3-tert-butoxy-1-{5-[(3-hydroxyphenyl)ethynyl]pyridin-3-yl}-3-oxopropyl]carbamoyl}piperidin-1-yl]-3-oxopropyl}piperidine-1-carboxylate). Yield: 91.2%. RXN SMILES: Br[C:2]1[CH:3]=[C:4]([C@@H:8]([NH:17][C:18]([C@@H:20]2[CH2:25][CH2:24][CH2:23][N:22]([C:26](=[O:42])[CH2:27][CH2:28][CH:29]3[CH2:34][CH2:33][N:32]([C:35]([O:37][C:38]([CH3:41])([CH3:40])[CH3:39])=[O:36])[CH2:31][CH2:30]3)[CH2:21]2)=[O:19])[CH2:9][C:10]([O:12][C:13]([CH3:16])([CH3:15])[CH3:14])=[O:11])[CH:5]=[N:6][CH:7]=1.[C:43]([C:45]1[CH:46]=[C:47]([OH:51])[CH:48]=[CH:49][CH:50]=1)#[CH:44]>CN(C=O)C.C(N)CCC.CS(C)=O.[Cu](I)I.[Pd].C1(P(C2C=CC=CC=2)C2C=CC=CC=2)C=CC=CC=1.C1(P(C2C=CC=CC=2)C2C=CC=CC=2)C=CC=CC=1.C1(P(C2C=CC=CC=2)C2C=CC=CC=2)C=CC=CC=1.C1(P(C2C=CC=CC=2)C2C=CC=CC=2)C=CC=CC=1>[C:13]([O:12][C:10](=[O:11])[CH2:9][C@H:8]([NH:17][C:18]([C@@H:20]1[CH2:25][CH2:24][CH2:23][N:22]([C:26](=[O:42])[CH2:27][CH2:28][CH:29]2[CH2:34][CH2:33][N:32]([C:35]([O:37][C:38]([CH3:41])([CH3:39])[CH3:40])=[O:36])[CH2:31][CH2:30]2)[CH2:21]1)=[O:19])[C:4]1[CH:5]=[N:6][CH:7]=[C:2]([C:44]#[C:43][C:45]2[CH:50]=[CH:49][CH:48]=[C:47]([OH:51])[CH:46]=2)[CH:3]=1)([CH3:16])([CH3:14])[CH3:15] |f:6.7.8.9.10|. Reported procedure: To a degassed solution of tert-butyl 4-[3-((3R)-3-{[(1S)-1-(5-bromopyridin-3-yl)-3-tert-butoxy-3-oxopropyl]carbamoyl}piperidin-1-yl)-3-oxopropyl]piperidine-1-carboxylate (example 27c, 300 mg, 0.46 mmol), copper iodide (13 mg, 70 μmol) and tetrakis(triphenylphosphine) palladium(0) (53 mg, 50 μmol) in DMF (1.5 mL) and n-butyl amine (0.68 mL) was added a solution of 3-ethynylphenol (103 mg, 0.88 mmol) in DMF (1.0 mL) over 35 minutes at 100° C. After 5 additional minutes at 100° C. the mixture was d... Reactants: CC(C)CC(=CCBr)CC(C)C, O=C([O-])[O-], CO, [I-], [K+], [K+], [Na+], [Na+], O=S([O-])c1ccccc1. Product: CC(C)CC(=CCS(=O)(=O)c1ccccc1)CC(C)C. Reaction SMILES: [Br:19][CH2:20][CH:21]=[C:22]([CH2:23][CH:24]([CH3:25])[CH3:26])[CH2:27][CH:28]([CH3:29])[CH3:30].[C:11](=[O:12])([O-:13])[O-:14].[CH3:31][OH:32].[I-:18].[K+:15].[K+:16].[Na+:10].[Na+:17].[c:1]1([S:7](=[O:8])[O-:9])[cH:2][cH:3][cH:4][cH:5][cH:6]1>>[c:1]1([S:7](=[O:8])(=[O:9])[CH2:20][CH:21]=[C:22]([CH2:23][CH:24]([CH3:25])[CH3:26])[CH2:27][CH:28]([CH3:29])[CH3:30])[cH:2][cH:3][cH:4][cH:5][cH:6]1. Reactants: BrC1=CC=C2C(N3C(=NC2=C1)CCC(C3)O)=O (3-bromo-8-hydroxy-8,9-dihydro-6H-pyrido[2,1-b]quinazolin-11(7H)-one), CC(=O)OI1(C=2C=CC=CC2C(=O)O1)(OC(=O)C)OC(=O)C (Dess-Martin reagent), [O-]S(=O)(=S)[O-].[Na+].[Na+] (Na2S2O3). Run in C1CCOC1 (THF), C(Cl)Cl (DCM). Reaction conditions: time 3 hour. Yields the product BrC1=CC=C2C(N3C(=NC2=C1)CCC(C3)=O)=O (3-bromo-6H-pyrido[2,1-b]quinazoline-8,11(7H,9H)-dione). The yield is 70.2%. As a reaction SMILES: [Br:1][C:2]1[CH:11]=[C:10]2[C:5]([C:6](=[O:17])[N:7]3[CH2:15][CH:14]([OH:16])[CH2:13][CH2:12][C:8]3=[N:9]2)=[CH:4][CH:3]=1.CC(OI1(OC(C)=O)(OC(C)=O)OC(=O)C2C=CC=CC1=2)=O.[O-]S([O-])(=S)=O.[Na+].[Na+]>C1COCC1.C(Cl)Cl>[Br:1][C:2]1[CH:11]=[C:10]2[C:5]([C:6](=[O:17])[N:7]3[CH2:15][C:14](=[O:16])[CH2:13][CH2:12][C:8]3=[N:9]2)=[CH:4][CH:3]=1 |f:2.3.4|. Procedure details: To a solution of 3-bromo-8-hydroxy-8,9-dihydro-6H-pyrido[2,1-b]quinazolin-11(7H)-one (1 g, 3.4 mmol, 1 equiv) in THF (30 mL) and DCM (20 mL) at 0° C. was added Dess-Martin reagent (2.9 g, 6.8 mmol, 2 equiv). The resulting mixture was stirred at rt for 3 h. After that, 60 mL of aq. Na2S2O3 was added. The mixture was extracted with ethyl acetate (3×100 mL), dried over Na2SO4. After filtration and concentration, 700 mg of the desired product was obtained, which was directly used for the next step w... The reactants are N1(CCCCC1)CC1=CC(=NC=C1)OC\C=C/CNC(CCCCCSCCO)=O (N-[4-(4-piperidinomethyl-2-pyridyloxy)-cis-2-butenyl]-6-(2-hydroxyethylthio)hexanamide), C(C)(=O)OC(C)=O (acetic anhydride). Yields the product N1(CCCCC1)CC1=CC(=NC=C1)OC\C=C/CNC(CCCCCSCCOC(C)=O)=O (N-[4-(4-Piperidinomethyl-2-pyridyloxy)-cis-2-butenyl]-6-(2-acetoxyethylthio)hexanamide). The yield is 87.0%. Reaction SMILES: [N:1]1([CH2:7][C:8]2[CH:13]=[CH:12][N:11]=[C:10]([O:14][CH2:15]/[CH:16]=[CH:17]\[CH2:18][NH:19][C:20](=[O:30])[CH2:21][CH2:22][CH2:23][CH2:24][CH2:25][S:26][CH2:27][CH2:28][OH:29])[CH:9]=2)[CH2:6][CH2:5][CH2:4][CH2:3][CH2:2]1.[C:31](OC(=O)C)(=[O:33])[CH3:32]>>[N:1]1([CH2:7][C:8]2[CH:13]=[CH:12][N:11]=[C:10]([O:14][CH2:15]/[CH:16]=[CH:17]\[CH2:18][NH:19][C:20](=[O:30])[CH2:21][CH2:22][CH2:23][CH2:24][CH2:25][S:26][CH2:27][CH2:28][O:29][C:31](=[O:33])[CH3:32])[CH:9]=2)[CH2:6][CH2:5][CH2:4][CH2:3][CH2:2]1. Procedure: Following a procedure similar to that described in Example 67(c), but using N-[4-(4-piperidinomethyl-2-pyridyloxy)-cis-2-butenyl]-6-(2-hydroxyethylthio)hexanamide [prepared as described in step (b) above] and acetic anhydride as starting materials, in relative proportions similar to those used in that Example, the title compound was obtained in an 87% yield. Reactants: BrCC=C(CCC=C(CC(C)C)C)CC (1-bromo-3-ethyl-7,9-dimethyl-2,6-decadiene), C1OC2=C(O1)C=C(C=C2)O (sesamol). Product: C1OC2=C(C=C(C=C2)OCC=C(CCC=C(CC(C)C)C)CC)O1 (methylenedioxy-4-[(3-ethyl-7,9-dimethyl-2,6-decadienyl)-oxy]-benzene). As a reaction SMILES: Br[CH2:2][CH:3]=[C:4]([CH2:14][CH3:15])[CH2:5][CH2:6][CH:7]=[C:8]([CH3:13])[CH2:9][CH:10]([CH3:12])[CH3:11].[CH2:16]1[O:20][C:19]2[CH:21]=[C:22]([OH:25])[CH:23]=[CH:24][C:18]=2[O:17]1>>[CH2:16]1[O:20][C:19]2[CH:21]=[C:22]([O:25][CH2:2][CH:3]=[C:4]([CH2:14][CH3:15])[CH2:5][CH2:6][CH:7]=[C:8]([CH3:13])[CH2:9][CH:10]([CH3:12])[CH3:11])[CH:23]=[CH:24][C:18]=2[O:17]1. Reported procedure: By the procedure of Example 1, 1-bromo-3-ethyl-7,9-dimethyl-2,6-decadiene is reacted with sesamol to obtain 1,2-(methylenedioxy-4-[(3-ethyl-7,9-dimethyl-2,6-decadienyl)-oxy]-benzene; nD24 = 1.5190. Starting materials: C(C1=CC=CC=C1)OC(=O)NC(C(=O)O)C1C(NC(C1)=O)=O (benzyloxycarbonyl-2-(2,5-dioxopyrrolidin-3-yl)glycine), ClC(CO)(Cl)Cl (2,2,2-trichloroethanol), C1(CCCCC1)N=C=NC1CCCCC1 (dicyclohexylcarbodiimide), N1=CC=CC=C1 (pyridine). Run in O1CCCC1 (tetrahydrofuran). Conditions: time 18 hour. Yields the product ClC(COC(C(NC(=O)OCC1=CC=CC=C1)C1C(NC(C1)=O)=O)=O)(Cl)Cl (Benzyloxycarbonyl-2-(2,5-dioxopyrrolidine-3-yl)glycine 2,2,2-trichloroethyl ester). As a reaction SMILES: [CH2:1]([O:8][C:9]([NH:11][CH:12]([CH:16]1[CH2:20][C:19](=[O:21])[NH:18][C:17]1=[O:22])[C:13]([OH:15])=[O:14])=[O:10])[C:2]1[CH:7]=[CH:6][CH:5]=[CH:4][CH:3]=1.[Cl:23][C:24]([Cl:28])([Cl:27])[CH2:25]O.N1C=CC=CC=1.C1(N=C=NC2CCCCC2)CCCCC1>O1CCCC1>[Cl:23][C:24]([Cl:28])([Cl:27])[CH2:25][O:14][C:13](=[O:15])[CH:12]([CH:16]1[CH2:20][C:19](=[O:21])[NH:18][C:17]1=[O:22])[NH:11][C:9]([O:8][CH2:1][C:2]1[CH:3]=[CH:4][CH:5]=[CH:6][CH:7]=1)=[O:10]. Procedure: In 30 ml of tetrahydrofuran were dissolved 1.53 g of benzyloxycarbonyl-2-(2,5-dioxopyrrolidin-3-yl)glycine and 1 ml of 2,2,2-trichloroethanol and under cooling at 0°-5° C., 0.8 ml of pyridine was added. Then, 1.2 g of dicyclohexylcarbodiimide was added and the mixture was stirred at the same temperature as above for 2 hours and at room temperature for 18 hours. The precipitated dicyclohexylurea separating out was filtered off and the filtrate was concentrated under reduced pressure. The residue ... Product: CC(C)(C)OC(=O)CC1CC=CCCC(=O)NC(c2ccccc2)COC1=O. Starting materials: C=CCCC(=O)NC(COC(=O)C(CC=C)CC(=O)OC(C)(C)C)c1ccccc1, Cc1ccccc1, ClCCl. RXN SMILES: [CH2:1]([CH:2]=[CH2:21])[CH:4]([C:5](=[O:6])[O:7][CH2:8][CH:9]([c:10]1[cH:11][cH:12][cH:13][cH:14][cH:15]1)[NH:16][C:17]([CH2:18][CH2:19][CH:20]=[CH2:3])=[O:22])[CH2:23][C:24](=[O:25])[O:26][C:27]([CH3:28])([CH3:29])[CH3:30].[CH3:31][c:32]1[cH:33][cH:34][cH:35][cH:36][cH:37]1.[Cl:38][CH2:39][Cl:40]>>[CH2:1]1[CH:2]=[CH:20][CH2:19][CH2:18][C:17](=[O:22])[NH:16][CH:9]([c:10]2[cH:11][cH:12][cH:13][cH:14][cH:15]2)[CH2:8][O:7][C:5](=[O:6])[CH:4]1[CH2:23][C:24](=[O:25])[O:26][C:27]([CH3:28])([CH3:29])[CH3:30].